From a dataset of the Open Reaction Database (ORD), a public repository of structured organic reaction records. describe an organic reaction: reactants, conditions, products, and yield Starting materials: BrCC(=O)C1=CC=C(O1)C(=O)OC (5-(2-bromoacetyl)-2-methoxycarbonylfuran), COC1=C(C=C(C(=S)N)C=C1)OCCC (4-methoxy-3-propoxythiobenzamide). Solvent: CO (methanol). Yields the product COC1=C(C=C(C=C1)C=1SC=C(N1)C=1OC(=CC1)C(=O)OC)OCCC (2-(4-methoxy-3-propoxyphenyl)-4-(5-methoxycarbonyl-2-furyl)thiazole). Isolated yield 79.2%. As a reaction SMILES: Br[CH2:2][C:3]([C:5]1[O:9][C:8]([C:10]([O:12][CH3:13])=[O:11])=[CH:7][CH:6]=1)=O.[CH3:14][O:15][C:16]1[CH:24]=[CH:23][C:19]([C:20]([NH2:22])=[S:21])=[CH:18][C:17]=1[O:25][CH2:26][CH2:27][CH3:28]>CO>[CH3:14][O:15][C:16]1[CH:24]=[CH:23][C:19]([C:20]2[S:21][CH:2]=[C:3]([C:5]3[O:9][C:8]([C:10]([O:12][CH3:13])=[O:11])=[CH:7][CH:6]=3)[N:22]=2)=[CH:18][C:17]=1[O:25][CH2:26][CH2:27][CH3:28]. Reported procedure: To a solution of 877 mg of 5-(2-bromoacetyl)-2-methoxycarbonylfuran in 40 ml of methanol was added 800 mg of 4-methoxy-3-propoxythiobenzamide, and the mixture was refluxed for 1 hour. The reaction mixture was concentrated approximately ¼, then added diethyl ether. After cooling the solution, a precipitate was collected by filtration and dried to obtain 1.05 g of 2-(4-methoxy-3-propoxyphenyl)-4-(5-methoxycarbonyl-2-furyl)thiazole as a brown powder. mp. 141.0-142.0° C. Starting materials: N#CC1(NC(=O)C2CC(S(=O)(=O)c3cccc(Br)c3)CC2C(=O)N2CCC(F)(F)C2)CC1, CB(O)O. Reaction SMILES: [C:1](#[N:2])[C:3]1([NH:6][C:7](=[O:8])[CH:9]2[CH:10]([C:24](=[O:25])[N:26]3[CH2:27][C:28]([F:31])([F:32])[CH2:29][CH2:30]3)[CH2:11][CH:12]([S:14](=[O:15])(=[O:16])[c:17]3[cH:18][c:19]([Br:23])[cH:20][cH:21][cH:22]3)[CH2:13]2)[CH2:4][CH2:5]1.[CH3:33][B:34]([OH:35])[OH:36]>>[C:1](#[N:2])[C:3]1([NH:6][C:7](=[O:8])[CH:9]2[CH:10]([C:24](=[O:25])[N:26]3[CH2:27][C:28]([F:31])([F:32])[CH2:29][CH2:30]3)[CH2:11][CH:12]([S:14](=[O:15])(=[O:16])[c:17]3[cH:18][c:19]([CH3:33])[cH:20][cH:21][cH:22]3)[CH2:13]2)[CH2:4][CH2:5]1. The product is Cc1cccc(S(=O)(=O)C2CC(C(=O)NC3(C#N)CC3)C(C(=O)N3CCC(F)(F)C3)C2)c1. The reactants are [Br-].C1(=CC=CC=C1)[S+](C1=CC=CC=C1)C1=CC=CC=C1 (triphenylsulfonium bromide), C1(=CC=C(C=C1)S(=O)(=O)O)C (p-toluenesulfonic acid). Run in O (water). The product is S(=O)(=O)([O-])C1=CC=C(C)C=C1.C1(=CC=CC=C1)[S+](C1=CC=CC=C1)C1=CC=CC=C1 (Triphenylsulfonium Tosylate). The yield is 73.1%. As a reaction SMILES: [Br-].[C:2]1([S+:8]([C:15]2[CH:20]=[CH:19][CH:18]=[CH:17][CH:16]=2)[C:9]2[CH:14]=[CH:13][CH:12]=[CH:11][CH:10]=2)[CH:7]=[CH:6][CH:5]=[CH:4][CH:3]=1.[C:21]1([CH3:31])[CH:26]=[CH:25][C:24]([S:27]([OH:30])(=[O:29])=[O:28])=[CH:23][CH:22]=1>O>[S:27]([C:24]1[CH:25]=[CH:26][C:21]([CH3:31])=[CH:22][CH:23]=1)([O-:30])(=[O:29])=[O:28].[C:15]1([S+:8]([C:2]2[CH:3]=[CH:4][CH:5]=[CH:6][CH:7]=2)[C:9]2[CH:14]=[CH:13][CH:12]=[CH:11][CH:10]=2)[CH:16]=[CH:17][CH:18]=[CH:19][CH:20]=1 |f:0.1,4.5|. Procedure details: A solution of triphenylsulfonium bromide (6.87 g, 20.0 mmol) and p-toluenesulfonic acid (3.80 g, 20.0 mmol) in water (100 ml) was heated at a gentle reflux for 15 hours under nitrogen. After cooling to room temperature, the clear solution was extracted with dichloromethane (4×75 ml). The combined organic extracts were washed with water until neutral (4×75 ml) and dried (MgSO4 ). The solvent was removed under reduced pressure and the residue dried by heating at 80° C. in vacuo for 36 hours to giv... The reactants are C(C1=CC=CC=C1)O (benzyl alcohol), FC[C@@H](N)C(=O)O (3-fluoro-D-alanine), O.C1(=CC=C(C=C1)S(=O)(=O)O)C (p-toluene sulfonic acid monohydrate), C1(=CC=C(C=C1)S(=O)(=O)O)C.FC[C@@H](N)C(=O)OCC1=CC=CC=C1 (benzyl 3-fluoro-D-alaninate p-toluenesulfonate). Solvent: N1=CC=CC=C1.C(C)(C)O (pyridine isopropanol), C1=CC=CC=C1 (benzene), O (water). Yields the product C1(=CC=C(C=C1)S(=O)(=O)O)C.FC[C@@H](N)C(=O)OCC1=CC=CC=C1 (benzyl 3-fluoro-D-alaninate p-toluenesulfonate), FC[C@@H](N)C(=O)OCC1=CC=CC=C1 (benzyl 3-fluoro-D-alaninate). Reaction SMILES: FC[C@H](C(O)=O)N.O.[C:9]1([CH3:19])[CH:14]=[CH:13][C:12]([S:15]([OH:18])(=[O:17])=[O:16])=[CH:11][CH:10]=1.C(O)C1C=CC=CC=1.C1(C)C=CC(S(O)(=O)=O)=CC=1.[F:39][CH2:40][C@H:41]([C:43]([O:45][CH2:46][C:47]1[CH:52]=[CH:51][CH:50]=[CH:49][CH:48]=1)=[O:44])[NH2:42]>N1C=CC=CC=1.C(O)(C)C.O.C1C=CC=CC=1>[C:9]1([CH3:19])[CH:10]=[CH:11][C:12]([S:15]([OH:18])(=[O:16])=[O:17])=[CH:13][CH:14]=1.[F:39][CH2:40][C@H:41]([C:43]([O:45][CH2:46][C:47]1[CH:52]=[CH:51][CH:50]=[CH:49][CH:48]=1)=[O:44])[NH2:42].[F:39][CH2:40][C@H:41]([C:43]([O:45][CH2:46][C:47]1[CH:52]=[CH:51][CH:50]=[CH:49][CH:48]=1)=[O:44])[NH2:42] |f:1.2,4.5,6.7,10.11|. Procedure: A mixture of 10.7 g. of 3-fluoro-D-alanine, 19.5 g. p-toluene sulfonic acid monohydrate, 50 ml. benzyl alcohol and 20 ml. benzene are heated at reflux temperature for a period of about 5 hours in an apparatus which continuously removes water formed in the reaction. The reaction solution is cooled, diluted with 200 ml. of ether, and the crystalline material which precipitates is recovered by filtration, washed with ether and dried to give about 10 g. of benzyl 3-fluoro-D-alaninate p-toluenesulfon... Reactants: ClC1=C2C(=NC3=CC=CC=C13)N(N=C2)CC (4-chloro-1-ethyl-1H-pyrazolo[3,4-b]quinoline), C1(CCCCC1)CN (cyclohexanemethylamine). Solvent: CS(=O)C (DMSO). Run at time 2 day. Yields the product C(C)N1N=CC=2C1=NC1=CC=CC=C1C2NCC2CCCCC2 (1-ethyl-N-(cyclohexylmethyl)-1H-pyrazolo[3,4-b]quinolin-4-amine). Yield: 90.5%. As a reaction SMILES: Cl[C:2]1[C:11]2[C:6](=[CH:7][CH:8]=[CH:9][CH:10]=2)[N:5]=[C:4]2[N:12]([CH2:15][CH3:16])[N:13]=[CH:14][C:3]=12.[CH:17]1([CH2:23][NH2:24])[CH2:22][CH2:21][CH2:20][CH2:19][CH2:18]1>CS(C)=O>[CH2:15]([N:12]1[C:4]2=[N:5][C:6]3[C:11]([C:2]([NH:24][CH2:23][CH:17]4[CH2:22][CH2:21][CH2:20][CH2:19][CH2:18]4)=[C:3]2[CH:14]=[N:13]1)=[CH:10][CH:9]=[CH:8][CH:7]=3)[CH3:16]. Procedure details: To a mixture of 4-chloro-1-ethyl-1H-pyrazolo[3,4-b]quinoline (10 g, 0.043 mol) and DMSO (75 ml) was added cyclohexanemethylamine (10.75 g, 0.095 mol). The reaction mixture was refluxed for about four hours, then was allowed to stand for about 2 days. About 40-50 ml of the DMSO was removed in vacuo and the residue was pured into ice-water. A precipitate formed which was collected by filtration, washed with water and dried. The PG,13 solid precipitate was dissolved in CH2Cl2, washed with water, th...